From a dataset of the Open Reaction Database (ORD), a public repository of structured organic reaction records. describe an organic reaction: reactants, conditions, products, and yield The reactants are O=C([O-])[O-], CN(C)C=O, Cc1oc(-c2ccccc2)nc1COc1ccc(Cn2cc(C(=O)O)c(C(C)C)n2)cc1, CI, [K+], [K+], O. The product is COC(=O)c1cn(Cc2ccc(OCc3nc(-c4ccccc4)oc3C)cc2)nc1C(C)C. As a reaction SMILES: [C:35](=[O:36])([O-:37])[O-:38].[CH3:41][N:42]([CH3:43])[CH:44]=[O:45].[CH:1]([CH3:2])([CH3:3])[c:4]1[n:5][n:6]([CH2:12][c:13]2[cH:14][cH:15][c:16]([O:19][CH2:20][c:21]3[n:22][c:23](-[c:27]4[cH:28][cH:29][cH:30][cH:31][cH:32]4)[o:24][c:25]3[CH3:26])[cH:17][cH:18]2)[cH:7][c:8]1[C:9](=[O:10])[OH:11].[I:33][CH3:34].[K+:39].[K+:40].[OH2:46]>>[CH:1]([CH3:2])([CH3:3])[c:4]1[n:5][n:6]([CH2:12][c:13]2[cH:14][cH:15][c:16]([O:19][CH2:20][c:21]3[n:22][c:23](-[c:27]4[cH:28][cH:29][cH:30][cH:31][cH:32]4)[o:24][c:25]3[CH3:26])[cH:17][cH:18]2)[cH:7][c:8]1[C:9](=[O:10])[O:11][CH3:35]. Starting materials: [N+](=O)([O-])C1=CC=C(CCO)C=C1 (4-nitrophenethyl alcohol). The reagents and catalysts are [Pd] (Pd on carbon). Run in C(C)O (ethanol). Product: OCCC1=CC=C(N)C=C1 (4-(2-hydroxyethyl) aniline). The yield is 87.7%. Reaction SMILES: [N+:1]([C:4]1[CH:12]=[CH:11][C:7]([CH2:8][CH2:9][OH:10])=[CH:6][CH:5]=1)([O-])=O>C(O)C.[Pd]>[OH:10][CH2:9][CH2:8][C:7]1[CH:11]=[CH:12][C:4]([NH2:1])=[CH:5][CH:6]=1. Procedure: A slurry of 5 g of 4-nitrophenethyl alcohol, 0.58 g of 10% Pd on carbon in 50 mL of absolute ethanol was shaken overnight under 50 psi of H2. The mixture was filtered and concentrated to yield 3.6 g of 4-(2-hydroxyethyl) aniline, mp 101°-102° C. Starting materials: C1CCOC1, COC(=O)CC1N=C(c2ccc(Cl)cc2)c2cc(OC)ccc2-n2c(C)nnc21, [Na+], [OH-]. Yields the product COc1ccc2c(c1)C(c1ccc(Cl)cc1)=NC(CC(=O)O)c1nnc(C)n1-2. Reaction SMILES: [CH2:32]1[O:33][CH2:34][CH2:35][CH2:36]1.[Cl:1][c:2]1[cH:3][cH:4][c:5]([C:8]2=[N:9][CH:10]([CH2:25][C:26](=[O:27])[O:28][CH3:29])[c:11]3[n:12]([c:21]([CH3:24])[n:22][n:23]3)-[c:13]3[c:14]2[cH:15][c:16]([O:19][CH3:20])[cH:17][cH:18]3)[cH:6][cH:7]1.[Na+:31].[OH-:30]>>[Cl:1][c:2]1[cH:3][cH:4][c:5]([C:8]2=[N:9][CH:10]([CH2:25][C:26](=[O:27])[OH:28])[c:11]3[n:12]([c:21]([CH3:24])[n:22][n:23]3)-[c:13]3[c:14]2[cH:15][c:16]([O:19][CH3:20])[cH:17][cH:18]3)[cH:6][cH:7]1. As a reaction SMILES: [Cl:1][C:2]1[C:3]([F:45])=[C:4]([CH:42]=[CH:43][CH:44]=1)[CH2:5][NH:6][C:7]([C@@H:9]1[CH2:13][C@@H:12]([F:14])[CH2:11][N:10]1[C:15](=[O:41])[CH2:16][N:17]1[C:25]2[C:20](=[CH:21][CH:22]=[C:23]([CH2:26][O:27][Si](C(C)C)(C(C)C)C(C)C)[CH:24]=2)[C:19]([C:38](=[O:40])[CH3:39])=[CH:18]1)=[O:8].CCCC[N+](CCCC)(CCCC)CCCC.[F-]>C1COCC1>[Cl:1][C:2]1[C:3]([F:45])=[C:4]([CH:42]=[CH:43][CH:44]=1)[CH2:5][NH:6][C:7]([C@@H:9]1[CH2:13][C@@H:12]([F:14])[CH2:11][N:10]1[C:15](=[O:41])[CH2:16][N:17]1[C:25]2[C:20](=[CH:21][CH:22]=[C:23]([CH2:26][OH:27])[CH:24]=2)[C:19]([C:38](=[O:40])[CH3:39])=[CH:18]1)=[O:8] |f:1.2|. Yields the product ClC=1C(=C(CNC(=O)[C@H]2N(C[C@@H](C2)F)C(CN2C=C(C3=CC=C(C=C23)CO)C(C)=O)=O)C=CC1)F ((2S,4R)-1-[2-(3-Acetyl-6-hydroxymethyl-indol-1-yl)-acetyl]-4-fluoro-pyrrolidine-2-carboxylic acid 3-chloro-2-fluoro-benzylamide). Run in C1CCOC1 (THF). Procedure: To a solution of (2S,4R)-1-[2-(3-acetyl-6-triisopropylsilanyloxymethyl-indol-1-yl)-acetyl]-4-fluoro-pyrrolidine-2-carboxylic acid 3-chloro-2-fluoro-benzylamide (50.0 mg, 0.057 mmol) in THF (5 mL), cooled to at 0° C., was added TBAF (1M in THF, 0.057 mL, 0.057 mmol), and stirring was continued for 3 h. The reaction was quenched with saturated aqueous NaHCO3 followed by addition of EtOAc. The layers were separated and the aqueous phase was extracted with EtOAc. The combined organics were washed wi... Conditions: time 3 hour. The reactants are ClC=1C(=C(CNC(=O)[C@H]2N(C[C@@H](C2)F)C(CN2C=C(C3=CC=C(C=C23)CO[Si](C(C)C)(C(C)C)C(C)C)C(C)=O)=O)C=CC1)F ((2S,4R)-1-[2-(3-acetyl-6-triisopropylsilanyloxymethyl-indol-1-yl)-acetyl]-4-fluoro-pyrrolidine-2-carboxylic acid 3-chloro-2-fluoro-benzylamide), CCCC[N+](CCCC)(CCCC)CCCC.[F-] (TBAF). As a reaction SMILES: [O:1]1[C:5]2[CH:6]=[CH:7][C:8]([C:10](Cl)=[O:11])=[CH:9][C:4]=2[O:3][CH2:2]1.OC(C(F)(F)F)=O.[NH2:20][CH:21]1[CH2:26][CH2:25][CH:24]([N:27]2[CH2:30][CH:29]([NH:31][C:32]([CH2:34][NH:35][C:36](=[O:47])[C:37]3[CH:42]=[CH:41][CH:40]=[C:39]([C:43]([F:46])([F:45])[F:44])[CH:38]=3)=[O:33])[CH2:28]2)[CH2:23][CH2:22]1>C(Cl)Cl>[F:46][C:43]([F:44])([F:45])[C:39]1[CH:38]=[C:37]([CH:42]=[CH:41][CH:40]=1)[C:36]([NH:35][CH2:34][C:32]([NH:31][CH:29]1[CH2:28][N:27]([CH:24]2[CH2:23][CH2:22][CH:21]([NH:20][C:10]([C:8]3[CH:7]=[CH:6][C:5]4[O:1][CH2:2][O:3][C:4]=4[CH:9]=3)=[O:11])[CH2:26][CH2:25]2)[CH2:30]1)=[O:33])=[O:47] |f:1.2|. Conditions: time 2 hour. Reactants: O1COC2=C1C=CC(=C2)C(=O)Cl (Benzo[1,3]dioxole-5-carbonyl chloride), OC(=O)C(F)(F)F.NC1CCC(CC1)N1CC(C1)NC(=O)CNC(C1=CC(=CC=C1)C(F)(F)F)=O (N-{[1-(4-amino-cyclohexyl)-azetidin-3-ylcarbamoyl]-methyl}-3-trifluoromethyl-benzamide TFA salt), TEA. Procedure details: Benzo[1,3]dioxole-5-carbonyl chloride (Aldrich, 74 mg, 0.404 mmol) was added into a solution of N-{[1-(4-amino-cyclohexyl)-azetidin-3-ylcarbamoyl]-methyl}-3-trifluoromethyl-benzamide TFA salt (as prepared in the previous step 200 mg, 0.404 mmol) and TEA (170 μL, 1.21 mmol) in DCM (5 mL) at 0° C. The reaction was stirred for an additional 2 hours and quenched with saturated sodium bicarbonate. The reaction was then partitioned between DCM and water. The organic layer was separated and the aqueous... Yields the product FC(C=1C=C(C(=O)NCC(=O)NC2CN(C2)C2CCC(CC2)NC(=O)C2=CC3=C(OCO3)C=C2)C=CC1)(F)F (Benzo[1,3]dioxole-5-carboxylic acid (4-{3-[2-(3-trifluoromethyl-benzoylamino)-acetylamino]-azetidin-1-yl}-cyclohexyl)-amide). Run in C(Cl)Cl (DCM). The reactants are ClCCCCN1N=C2COC3=C(N2C1=O)C=CC=C3 (2-(4-chlorobutyl)-2,4-dihydro-1H-[1,2,4]triazolo[3,4-c][1,4]benzoxazin-1-one), C([O-])(O)=O.[Na+] (sodium bicarbonate), [I-].[K+] (potassium iodide), O=C1NC2=C(N1C1CCNCC1)C=CC=C2 (4-(2-keto-1-benzimidazolinyl)piperidine). Solvent: CN(C)C=O (DMF). Run at time 4.75 hour. Product: O=C1NC2=C(N1C1CCN(CC1)CCCCN1N=C3COC4=C(N3C1=O)C=CC=C4)C=CC=C2 (2-[4-[4-(2,3-Dihydro-2-oxo-1H-benzimidazol-1-yl)piperidinyl]butyl]-2,4-dihydro-1H-[1,2,4]triazolo[3,4-c][1,4]benzoxazin-1-one). As a reaction SMILES: Cl[CH2:2][CH2:3][CH2:4][CH2:5][N:6]1[C:14](=[O:15])[N:13]2[C:8]([CH2:9][O:10][C:11]3[CH:19]=[CH:18][CH:17]=[CH:16][C:12]=32)=[N:7]1.[I-].[K+].[O:22]=[C:23]1[N:27]([CH:28]2[CH2:33][CH2:32][NH:31][CH2:30][CH2:29]2)[C:26]2[CH:34]=[CH:35][CH:36]=[CH:37][C:25]=2[NH:24]1.C(=O)(O)[O-].[Na+]>CN(C=O)C>[O:22]=[C:23]1[N:27]([CH:28]2[CH2:29][CH2:30][N:31]([CH2:2][CH2:3][CH2:4][CH2:5][N:6]3[C:14](=[O:15])[N:13]4[C:8]([CH2:9][O:10][C:11]5[CH:19]=[CH:18][CH:17]=[CH:16][C:12]=54)=[N:7]3)[CH2:32][CH2:33]2)[C:26]2[CH:34]=[CH:35][CH:36]=[CH:37][C:25]=2[NH:24]1 |f:1.2,4.5|. Procedure: A solution of 2-(4-chlorobutyl)-2,4-dihydro-1H-[1,2,4]triazolo[3,4-c][1,4]benzoxazin-1-one, (1.40 g., 0.005 mole), potassium iodide (0.83 g.; 0.005 mole) and 4-(2-keto-1-benzimidazolinyl)piperidine (2.39 g.; 0.011 mole) in 25 ml. of DMF was warmed to 115° C. and stirred for 4.75 hours. The resulting solution was cooled, poured into saturated sodium bicarbonate aqueous solution and extracted with methylene chloride. The methylene chloride extracts were combined and washed with brine solution, dri... Starting materials: N1CCOCC1 (morpholine), FC1=C(C=C2C(=N1)OC1=CC=C(C=C1[C@]21N=C(OC1)N)C=1C(=NC=CC1)F)I ((S)-2-fluoro-7-(2-fluoropyridin-3-yl)-3-iodo-5′H-spiro[chromeno[2,3-b]pyridine-5,4′-oxazol]-2′-amine), [Li+].C[Si](C)(C)[N-][Si](C)(C)C (LiHMDS). The reagents and catalysts are CC(C)OC1=C(C(=CC=C1)OC(C)C)C2=CC=CC=C2P(C3CCCCC3)C4CCCCC4.CC(C)(C)OC.C1=CC=C([C-]=C1)CCN.Cl[Pd+] (Ruphos palladacycle). Run in C1CCOC1 (THF). Reaction conditions: time 8 hour. The product is FC1=C(C=C2C(=N1)OC1=CC=C(C=C1[C@]21N=C(OC1)N)C=1C(=NC=CC1)F)N1CCOCC1 ((S)-2-fluoro-7-(2-fluoropyridin-3-yl)-3-morpholino-5′H-spiro[chromeno[2,3-b]pyridine-5,4′-oxazol]-2′-amine). Isolated yield 23.7%. RXN SMILES: [F:1][C:2]1[N:7]=[C:6]2[O:8][C:9]3[C:14]([C@@:15]4([CH2:19][O:18][C:17]([NH2:20])=[N:16]4)[C:5]2=[CH:4][C:3]=1I)=[CH:13][C:12]([C:21]1[C:22]([F:27])=[N:23][CH:24]=[CH:25][CH:26]=1)=[CH:11][CH:10]=3.[NH:29]1[CH2:34][CH2:33][O:32][CH2:31][CH2:30]1.[Li+].C[Si]([N-][Si](C)(C)C)(C)C>CC(OC1C=CC=C(OC(C)C)C=1C1C(P(C2CCCCC2)C2CCCCC2)=CC=CC=1)C.CC(OC)(C)C.C1C=[C-]C(CCN)=CC=1.Cl[Pd+].C1COCC1>[F:1][C:2]1[N:7]=[C:6]2[O:8][C:9]3[C:14]([C@@:15]4([CH2:19][O:18][C:17]([NH2:20])=[N:16]4)[C:5]2=[CH:4][C:3]=1[N:29]1[CH2:34][CH2:33][O:32][CH2:31][CH2:30]1)=[CH:13][C:12]([C:21]1[C:22]([F:27])=[N:23][CH:24]=[CH:25][CH:26]=1)=[CH:11][CH:10]=3 |f:2.3,4.5.6.7|. Procedure details: A vial charged with (S)-2-fluoro-7-(2-fluoropyridin-3-yl)-3-iodo-5′H-spiro[chromeno[2,3-b]pyridine-5,4′-oxazol]-2′-amine (0.20 g, 0.41 mmol, prepared as described in Method BB34) and Ruphos palladacycle (0.032 g, 0.041 mmol) was treated with morpholine (0.18 mL, 2.03 mmol) and 4 mL THF. LiHMDS (2.03 mL, 2.03 mmol) was added, the vial was capped under argon, and the reaction mixture was allowed to stir overnight. The reaction mixture was purified directly by column chromatography [0-80% (9:1 DCM/...